Dataset: the Open Reaction Database (ORD), a public repository of structured organic reaction records. Task: describe an organic reaction: reactants, conditions, products, and yield The reactants are FC(C=1SC=C(N1)C=O)(F)F (2-trifluoromethyl-4-thiazolecarboxaldehyde), C[Mg]Br (methyl magnesium bromide). Solvent: CCCCCC.C(C)(=O)OCC (hexane ethyl acetate). The product is FC(C=1SC=C(N1)C(C)O)(F)F (1-[2-(trifluoromethyl) 4-thiazolyl] ethanol). RXN SMILES: [F:1][C:2]([F:11])([F:10])[C:3]1[S:4][CH:5]=[C:6]([CH:8]=[O:9])[N:7]=1.[CH3:12][Mg]Br>CCCCCC.C(OCC)(=O)C>[F:11][C:2]([F:1])([F:10])[C:3]1[S:4][CH:5]=[C:6]([CH:8]([OH:9])[CH3:12])[N:7]=1 |f:2.3|. Reported procedure: Using the procedure of Example 1, 2-trifluoromethyl-4-thiazolecarboxaldehyde and methyl magnesium bromide were reacted to obtain the desired product with a Rf=0.17 [hexane-ethyl acetate (7-3)]. Reactants: O=C([O-])[O-], CC(C)N=C=NC(C)C, S=C=Nc1cc2cc(Cl)cc(Cl)c2cn1, Cl, Cl, [Cs+], [Cs+], NCC1(O)CN2CCC1CC2, CN(C)C=O. The product is Clc1cc(Cl)c2cnc(NC3=NCC4(CN5CCC4CC5)O3)cc2c1. Reaction SMILES: [C:16](=[O:17])([O-:18])[O-:19].[CH:35]([N:36]=[C:37]=[N:38][CH:39]([CH3:40])[CH3:41])([CH3:42])[CH3:43].[Cl:1][c:2]1[cH:3][c:4]2[cH:5][c:6]([N:13]=[C:14]=[S:15])[n:7][cH:8][c:9]2[c:10]([Cl:12])[cH:11]1.[ClH:22].[ClH:23].[Cs+:20].[Cs+:21].[NH2:24][CH2:25][C:26]1([OH:34])[CH2:27][N:28]2[CH2:29][CH2:30][CH:31]1[CH2:32][CH2:33]2.[O:44]=[CH:45][N:46]([CH3:47])[CH3:48]>>[Cl:1][c:2]1[cH:3][c:4]2[cH:5][c:6]([NH:13][C:14]3=[N:24][CH2:25][C:26]4([CH2:27][N:28]5[CH2:29][CH2:30][CH:31]4[CH2:32][CH2:33]5)[O:34]3)[n:7][cH:8][c:9]2[c:10]([Cl:12])[cH:11]1.